Dataset: the Open Reaction Database (ORD), a public repository of structured organic reaction records. Task: describe an organic reaction: reactants, conditions, products, and yield Reaction SMILES: [CH:1]([C:3]1[CH:12]=[CH:11][C:10]2[C:5](=[CH:6][CH:7]=[CH:8][CH:9]=2)[CH:4]=1)=[CH2:2].[C:13]([C:18]([O:20][CH3:21])=[O:19])#[C:14][C:15]([O-:17])=[O:16].[N+]([C:25]1C=CC=CC=1)([O-])=O>>[CH:1]1[C:3]2[CH:12]=[CH:11][C:10]3[C:5](=[CH:6][CH:7]=[CH:8][CH:9]=3)[C:4]=2[C:13]([C:18]([O:20][CH3:21])=[O:19])=[C:14]([C:15]([O:17][CH3:25])=[O:16])[CH:2]=1. Product: C1=CC(=C(C=2C3=CC=CC=C3C=CC12)C(=O)OC)C(=O)OC (Dimethyl phenanthrene-3,4-dicarboxylate). The reactants are C(=C)C1=CC2=CC=CC=C2C=C1 (2-vinylnaphthalene), C(#CC(=O)[O-])C(=O)OC (methyl acetylene-dicarboxylate), [N+](=O)([O-])C1=CC=CC=C1 (nitrobenzene). Reported procedure: A solution of 65 mmol of 2-vinylnaphthalene and 68 mmol of methyl acetylene-dicarboxylate in 200 ml of nitrobenzene is maintained at reflux for 14 hours. After distillation of the solvent, the reaction medium is chromatographed on silica (eluent: CH2Cl2) in order to obtain the expected product. The reagents and catalysts are C=1C=CC(=CC1)[P](C=2C=CC=CC2)(C=3C=CC=CC3)[Pd]([P](C=4C=CC=CC4)(C=5C=CC=CC5)C=6C=CC=CC6)([P](C=7C=CC=CC7)(C=8C=CC=CC8)C=9C=CC=CC9)[P](C=1C=CC=CC1)(C=1C=CC=CC1)C=1C=CC=CC1 (Pd(PPh3)4). Isolated yield 52.3%. The product is ClC1=NC=C(C(=C1)NC1=C(C(=O)NOC)C=CC=C1)C1CC1 (2-(2-Chloro-5-cyclopropyl-pyridin-4-ylamino)-N-methoxy-benzamide). Reaction SMILES: N#N.Br[C:4]1[C:5]([NH:11][C:12]2[CH:22]=[CH:21][CH:20]=[CH:19][C:13]=2[C:14]([NH:16][O:17][CH3:18])=[O:15])=[CH:6][C:7]([Cl:10])=[N:8][CH:9]=1.[CH:23]1(B(O)O)[CH2:25][CH2:24]1.[Na+].[Br-].[F-].[K+]>O.C1C=CC([P]([Pd]([P](C2C=CC=CC=2)(C2C=CC=CC=2)C2C=CC=CC=2)([P](C2C=CC=CC=2)(C2C=CC=CC=2)C2C=CC=CC=2)[P](C2C=CC=CC=2)(C2C=CC=CC=2)C2C=CC=CC=2)(C2C=CC=CC=2)C2C=CC=CC=2)=CC=1.C1(C)C=CC=CC=1>[Cl:10][C:7]1[CH:6]=[C:5]([NH:11][C:12]2[CH:22]=[CH:21][CH:20]=[CH:19][C:13]=2[C:14]([NH:16][O:17][CH3:18])=[O:15])[C:4]([CH:23]2[CH2:25][CH2:24]2)=[CH:9][N:8]=1 |f:3.4,5.6,^1:37,39,58,77|. Starting materials: [Na+].[Br-] (NaBr), [F-].[K+] (KF), N#N (N2), BrC=1C(=CC(=NC1)Cl)NC1=C(C(=O)NOC)C=CC=C1 (2-(5-bromo-2-chloro-pyridin-4-ylamino)-N-methoxy-benzamide), C1(CC1)B(O)O (cyclopropylboronic acid). Run at temperature 100 celsius. Procedure details: In a sealable tube toluene (50 mL) was degassed with N2 at 50° C. for 15 min and to this 2-(5-bromo-2-chloro-pyridin-4-ylamino)-N-methoxy-benzamide (1.5 g, 4.21 mmole, 1 eq), cyclopropylboronic acid (1.4 g, 16.85 mmole, 4 eq) and Pd(PPh3)4 (0.24 g, 0.21 mmole, 0.05 eq) were added and resulting mixture was degassed for 30 min. To this NaBr (0.44 g, 4.33 mmole, 1.03 eq) and a solution of KF (0.8 g, 13.90 mmole, 3.3 eq) in H2O (3 mL) were added; again degassed with N2 for 15 min. The tube was seale... The solvent is O (H2O), O (water), C1(=CC=CC=C1)C (toluene). As a reaction SMILES: [Cl:1][C:2]1[CH:7]=[CH:6][C:5]([CH2:8][C:9]([OH:11])=[O:10])=[CH:4][C:3]=1[OH:12].Br[C:14]1[CH:15]=[C:16]([CH:19]=[CH:20][CH:21]=1)[C:17]#[N:18].C(=O)([O-])[O-].[Cs+].[Cs+].CC(C)(C(=O)CC(=O)C(C)(C)C)C>[Cu]Cl.CN1C(=O)CCC1>[Cl:1][C:2]1[CH:7]=[CH:6][C:5]([CH2:8][C:9]([OH:11])=[O:10])=[CH:4][C:3]=1[O:12][C:14]1[CH:21]=[CH:20][CH:19]=[C:16]([C:17]#[N:18])[CH:15]=1 |f:2.3.4|. Reactants: ClC1=C(C=C(C=C1)CC(=O)O)O ((4-Chloro-3-hydroxyphenyl)acetic acid), BrC=1C=C(C#N)C=CC1 (3-bromobenzonitrile), C([O-])([O-])=O.[Cs+].[Cs+] (cesium carbonate), CC(C)(C(CC(C(C)(C)C)=O)=O)C (2,2,6,6-tetramethyl-3,5-heptanedione). Reported procedure: The product from example 1 step (iii) (0.5 g), 3-bromobenzonitrile (0.73 g), cesium carbonate (2.61 g), copper(I) chloride (0.13 g), 2,2,6,6-tetramethyl-3,5-heptanedione (0.06 ml) and NMP (10 ml) were charged to a flask and heated at 120° C. for 16 h. The mixture was partitioned between ether and 2M NaOH, the aqueous layer was acidified then extracted with EtOAc, dried (MgSO4) and evaporated under reduced pressure. The residue was purified by RPHPLC to give the title compound (0.015 g). The reagents and catalysts are [Cu]Cl (copper(I) chloride). The yield is 1.9%. The product is ClC1=C(C=C(C=C1)CC(=O)O)OC1=CC(=CC=C1)C#N ([4-chloro-3-(3-cyanophenoxy)phenyl]acetic acid). Run at temperature 120 celsius. The solvent is CN1CCCC1=O (NMP). Starting materials: [Br-], N#Cc1nc2cc(Cl)ccc2nc1Cc1ccccc1, [Mg+]C1CC1, ClCCl, O=C(O)C(F)(F)F. Yields the product Clc1ccc2nc(Cc3ccccc3)c(CNC3CC3)nc2c1. RXN SMILES: [Br-:21].[CH2:1]([c:2]1[cH:3][cH:4][cH:5][cH:6][cH:7]1)[c:8]1[c:9]([C:19]#[N:20])[n:10][c:11]2[cH:12][c:13]([Cl:18])[cH:14][cH:15][c:16]2[n:17]1.[CH:22]1([Mg+:25])[CH2:23][CH2:24]1.[Cl:33][CH2:34][Cl:35].[F:26][C:27]([F:28])([F:29])[C:30]([OH:31])=[O:32]>>[CH2:1]([c:2]1[cH:3][cH:4][cH:5][cH:6][cH:7]1)[c:8]1[c:9]([CH2:19][NH:20][CH:22]2[CH2:23][CH2:24]2)[n:10][c:11]2[cH:12][c:13]([Cl:18])[cH:14][cH:15][c:16]2[n:17]1. Reactants: OC1=C(C=C(C(=O)O)C=C1)C (4-hydroxy-3-methylbenzoic acid), C(C)(=O)OC(C)=O (acetic anhydride). Run in N1=CC=CC=C1 (pyridine). Reaction conditions: time 8 hour. The product is C(C)(=O)OC1=C(C=C(C(=O)O)C=C1)C (4-acetoxy-3-methylbenzoic acid), powder. The yield is 52.6%. Reaction SMILES: [OH:1][C:2]1[CH:10]=[CH:9][C:5]([C:6]([OH:8])=[O:7])=[CH:4][C:3]=1[CH3:11].[C:12](OC(=O)C)(=[O:14])[CH3:13]>N1C=CC=CC=1>[C:12]([O:1][C:2]1[CH:10]=[CH:9][C:5]([C:6]([OH:8])=[O:7])=[CH:4][C:3]=1[CH3:11])(=[O:14])[CH3:13]. Procedure: A solution of 5.42 g (35.6 mmol) of the 4-hydroxy-3-methylbenzoic acid in 50 ml of pyridine was added to 16.8 ml (178 mmol) of acetic anhydride. The resulting mixture was stirred overnight at room temperature, and the reaction mixture was distilled off under reduced pressure. The residue was dissolved in ethyl acetate. The resulting solution was washed with 2N hydrochloric acid and a saturated aqueous solution of sodium chloride and was then dried over Na2SO4. The solvent was distilled off under... The reactants are C(C=C)Cl (allyl chloride), [OH-].[Na+] (sodium hydroxide), C(C=C)Cl (allyl chloride), C(C=C)Cl (allyl chloride), allyl halide, OC[C@H](O)[C@@H](O)[C@H](O)[C@H](O)CO (D-sorbitol). Run at time 5.5 hour. Product: C(C=C)OC[C@H](O)[C@@H](O)[C@H](O)[C@H](O)CO (Sorbitol Allyl Ether). Reaction SMILES: [CH2:1](Cl)[CH:2]=[CH2:3].[OH-].[Na+].[OH:7][CH2:8][C@@H:9]([C@H:11]([C@@H:13]([C@@H:15]([CH2:17][OH:18])[OH:16])[OH:14])[OH:12])[OH:10]>>[CH2:1]([O:18][CH2:17][C@@H:15]([C@H:13]([C@@H:11]([C@@H:9]([CH2:8][OH:7])[OH:10])[OH:12])[OH:14])[OH:16])[CH:2]=[CH2:3] |f:1.2|. Procedure: At 3.7 hours after the initiation of the reaction, the addition of 200 g of allyl chloride was completed. Then the addition was continued. The time required for adding 300 g of allyl chloride was 5.5 hours after the initiation of the reaction. At this point of time (at the time at which allyl halide was added in the amount of 20% by mol, based on total molar number of hydroxyl group contained in D-sorbitol), the reflux liquid is separated so that an oil layer alone is returned to the reactor by ... Procedure: Prepared in analogy to example 1.1 from 4-fluoro-hippuric acid (CA [366-79-0]) and rac-C-(2-chloro-5-nitro-phenyl)-C-phenyl-methylamine (example 4.4). RXN SMILES: [F:1][C:2]1[CH:14]=[CH:13][C:5]([C:6](=[O:12])[NH:7][CH2:8][C:9]([OH:11])=O)=[CH:4][CH:3]=1.[Cl:15][C:16]1[CH:21]=[CH:20][C:19]([N+:22]([O-:24])=[O:23])=[CH:18][C:17]=1[CH:25]([NH2:32])[C:26]1[CH:31]=[CH:30][CH:29]=[CH:28][CH:27]=1>>[Cl:15][C:16]1[CH:21]=[CH:20][C:19]([N+:22]([O-:24])=[O:23])=[CH:18][C:17]=1[CH:25]([NH:32][C:9]([CH2:8][NH:7][C:6](=[O:12])[C:5]1[CH:4]=[CH:3][C:2]([F:1])=[CH:14][CH:13]=1)=[O:11])[C:26]1[CH:31]=[CH:30][CH:29]=[CH:28][CH:27]=1. Starting materials: FC1=CC=C(C(NCC(=O)O)=O)C=C1 (4-fluoro-hippuric acid), ClC1=C(C=C(C=C1)[N+](=O)[O-])C(C1=CC=CC=C1)N (rac-C-(2-chloro-5-nitro-phenyl)-C-phenyl-methylamine). The product is ClC1=C(C=C(C=C1)[N+](=O)[O-])C(C1=CC=CC=C1)NC(=O)CNC(C1=CC=C(C=C1)F)=O (rac-N-({[(2-Chloro-5-nitro-phenyl)-phenyl-methyl]-carbamoyl}-methyl)-4-fluoro-benzamide). Reactants: O=C([O-])[O-], COc1ccc(C(=O)CBr)cc1, COc1cccc(O)c1, Cc1ccccc1, CCC(C)=O, CCOC(C)=O, [K+], [K+]. Yields the product COc1ccc(C(=O)COc2cccc(OC)c2)cc1. Reaction SMILES: [C:22](=[O:23])([O-:24])[O-:25].[CH3:10][O:11][c:12]1[cH:13][cH:14][c:15]([C:16]([CH2:17][Br:18])=[O:19])[cH:20][cH:21]1.[CH3:1][O:2][c:3]1[cH:4][cH:5][cH:6][c:7]([OH:8])[cH:9]1.[CH3:28][c:29]1[cH:30][cH:31][cH:32][cH:33][cH:34]1.[CH3:35][C:36](=[O:37])[CH2:38][CH3:39].[CH3:40][CH2:41][O:42][C:43](=[O:44])[CH3:45].[K+:26].[K+:27]>>[CH3:1][O:2][c:3]1[cH:4][cH:5][cH:6][c:7]([O:8][CH2:17][C:16]([c:15]2[cH:14][cH:13][c:12]([O:11][CH3:10])[cH:21][cH:20]2)=[O:19])[cH:9]1.